From a dataset of the Open Reaction Database (ORD), a public repository of structured organic reaction records. describe an organic reaction: reactants, conditions, products, and yield Starting materials: NC1=C(C(=C(C=C1)C=1C2=C(C(N(C1)C)=O)N(C=C2)S(=O)(=O)C2=CC=C(C=C2)C)OCC2CC2)[N+](=O)[O-] (4-[4-amino-2-(cyclopropylmethoxy)-3-nitrophenyl]-6-methyl-1-[(4-methylphenyl)sulfonyl]-1,6-dihydro-7H-pyrrolo[2,3-c]pyridin-7-one), [Cl-].[NH4+] (ammonium chloride). Reagents/catalysts: [Zn] (zinc). Solvent: ClCCl (dichloromethane), C(C)(=O)OCC (ethyl acetate), CO (methanol), ClCCl (dichloromethane). Conditions: temperature 0 celsius, time 30 minute. Yields the product NC=1C(=C(C=CC1N)C=1C2=C(C(N(C1)C)=O)N(C=C2)S(=O)(=O)C2=CC=C(C=C2)C)OCC2CC2 (4-[3,4-Diamino-2-(cyclopropylmethoxy)phenyl]-6-methyl-1-[(4-methylphenyl)sulfonyl]-1,6-dihydro-7H-pyrrolo[2,3-c]pyridin-7-one). As a reaction SMILES: [NH2:1][C:2]1[CH:7]=[CH:6][C:5]([C:8]2[C:9]3[CH:18]=[CH:17][N:16]([S:19]([C:22]4[CH:27]=[CH:26][C:25]([CH3:28])=[CH:24][CH:23]=4)(=[O:21])=[O:20])[C:10]=3[C:11](=[O:15])[N:12]([CH3:14])[CH:13]=2)=[C:4]([O:29][CH2:30][CH:31]2[CH2:33][CH2:32]2)[C:3]=1[N+:34]([O-])=O.[Cl-].[NH4+]>C(OCC)(=O)C.CO.ClCCl.[Zn]>[NH2:34][C:3]1[C:4]([O:29][CH2:30][CH:31]2[CH2:33][CH2:32]2)=[C:5]([C:8]2[C:9]3[CH:18]=[CH:17][N:16]([S:19]([C:22]4[CH:27]=[CH:26][C:25]([CH3:28])=[CH:24][CH:23]=4)(=[O:21])=[O:20])[C:10]=3[C:11](=[O:15])[N:12]([CH3:14])[CH:13]=2)[CH:6]=[CH:7][C:2]=1[NH2:1] |f:1.2|. Reported procedure: A suspension of 4-[4-amino-2-(cyclopropylmethoxy)-3-nitrophenyl]-6-methyl-1-[(4-methylphenyl)sulfonyl]-1,6-dihydro-7H-pyrrolo[2,3-c]pyridin-7-one (0.119 g, 0.234 mmol) in ethyl acetate (1.2 mL) and methanol (1.2 mL) was treated with saturated aqueous ammonium chloride solution (0.274 mL, 4.09 mmol). The mixture was cooled to 0° C., treated with zinc (0.122 g, 1.87 mmol) in two portions over 5 min, stirred at RT for 30 min and heated at 55° C. for 1 h. The reaction mixture was diluted with dichlo... Starting materials: CS(=O)(=O)NCCNC([S-])=S.C(C)[NH+](CC)CC (triethylammonium N-(2-methanesulfonylaminoethyl)dithiocarbamate), C(C)O (ethanol), BrCC(=O)OCC (ethyl bromoacetate). The solvent is O (water). Reaction conditions: temperature 20 celsius. Yields the product CS(=O)(=O)NCCN1C(SCC1=O)=S (3-(2-methanesulfonylaminoethyl)rhodanine). The yield is 100.0%. Reaction SMILES: [CH3:1][S:2]([NH:5][CH2:6][CH2:7][NH:8][C:9](=[S:11])[S-:10])(=[O:4])=[O:3].C([NH+](CC)CC)C.[CH2:19]([OH:21])[CH3:20].BrCC(OCC)=O>O>[CH3:1][S:2]([NH:5][CH2:6][CH2:7][N:8]1[C:19](=[O:21])[CH2:20][S:11][C:9]1=[S:10])(=[O:3])=[O:4] |f:0.1|. Procedure: 30 g (2.1×10-1 mols) of 2-methanesulfonylaminoethylamine and 18.1 g (2.3×10-1 mols) of carbon bisulfide were dispersed into 10 ml of ethyl acetate. 32.8 g (2.3×10-1 mols) of triethylamine was added dropwise to the dispersion while stirring at room temperature. The admixture was allowed to react for about 4 hours while the internal temperature thereof was maintained at 40° C. 70 ml of ethanol was added to the reaction system. The resulting crystal was filtered off and then washed with 30 ml of et... The reactants are CC=1SC=C(N1)C#N (2-methyl-thiazole-4-carbonitrile), BrN1C(CCC1=O)=O (N-bromosuccinimide), C(C1=CC=CC=C1)(=O)OOC(C1=CC=CC=C1)=O (benzoyl peroxide). Run in C(Cl)(Cl)(Cl)Cl (CCl4). Reaction conditions: temperature 95 celsius, time 15 hour. The product is BrCC=1SC=C(N1)C#N (2-Bromomethyl-thiazole-4-carbonitrile). The yield is 94.0%. As a reaction SMILES: [CH3:1][C:2]1[S:3][CH:4]=[C:5]([C:7]#[N:8])[N:6]=1.[Br:9]N1C(=O)CCC1=O.C(OOC(=O)C1C=CC=CC=1)(=O)C1C=CC=CC=1>C(Cl)(Cl)(Cl)Cl>[Br:9][CH2:1][C:2]1[S:3][CH:4]=[C:5]([C:7]#[N:8])[N:6]=1. Reported procedure: To a mixture of 2-methyl-thiazole-4-carbonitrile (3.0 g, 24.1 mmol), N-bromosuccinimide (4.3 g, 24.1 mmol) in CCl4 (50 mL) was added benzoyl peroxide (0.583 g, 0.10 mmol). The resulting mixture was stirred at 95° C. for 15 h, concentrated under reduced pressure, diluted with EtOAc (100 mL) and washed with saturated Na2S2O3 (50 mL), NaHCO3 (50 mL) and brine (20 mL). The organic phase was dried over sodium sulfate and concentrated under reduced pressure. The crude residue was purified via silica g... Reactants: CN(C1(CCC2(OCCO2)CC1)C#N)C (8-dimethylamino-1,4-dioxaspiro[4.5]decane-8-carbonitrile), C1(=CC=CC=C1)C (toluene), C#C (acetylene), C#C (acetylene). Reagents/catalysts: [Co+].C1(C=CC=C1)C1=CCCC=CCC1 (cyclopentadienyl cycloocta-1,5-diene cobalt (I)). Conditions: time 8 hour. The product is CN(C1(CCC(CC1)=O)C1=NC=CC=C1)C (4-dimethylamino-4-pyridin-2-yl cyclohexanone). As a reaction SMILES: [CH3:1][N:2]([CH3:15])[C:3]1([C:13]#[N:14])[CH2:12][CH2:11][C:6]2([O:10]CCO2)[CH2:5][CH2:4]1.C#C.[C:18]1(C)[CH:23]=CC=[CH:20][CH:19]=1>[Co+].C1(C2CCC=CCCC=2)C=CC=C1>[CH3:15][N:2]([CH3:1])[C:3]1([C:13]2[CH:20]=[CH:19][CH:18]=[CH:23][N:14]=2)[CH2:4][CH2:5][C:6](=[O:10])[CH2:11][CH2:12]1 |f:3.4|. Reported procedure: A solution of 4.5 g 8-dimethylamino-1,4-dioxaspiro[4.5]decane-8-carbonitrile, 50 mg cyclopentadienyl cycloocta-1,5-diene cobalt (I) [cpCo(cod)] and 100 ml toluene were transferred into the reaction vessel in a protective gas/acetylene counterflow. After saturation with acetylene the reaction solution was irradiated for a period of 6 hours at a temperature of 25° C. with vigorous stirring. The reaction was interrupted by switching off the lamps and air supply, and the reaction solution was concen... Starting materials: OC1=C(C2=C(C(CO2)=O)C=C1)C(=O)N1CCN(CC1)C(=O)OC(C)(C)C (tert-butyl 4-(6-hydroxy-3-oxo-2,3-dihydrobenzofuran-7-carbonyl)piperazine-1-carboxylate), N1N=C(C2=CC=CC=C12)C=O (1H-indazole-3-carboxaldehyde). The reagents and catalysts are N1CCCCC1 (piperidine). The solvent is CO (methanol). Conditions: temperature 50 celsius, time 4 hour. The product is N1N=C(C2=CC=CC=C12)\C=C\1/OC2=C(C1=O)C=CC(=C2C(=O)N2CCN(CC2)C(=O)OC(C)(C)C)O (tert-butyl (Z)-4-{2-[(1H-indazol-3-yl)methylene]-6-hydroxy-3-oxo-2,3-dihydrobenzofuran-7-carbonyl}piperazine-1-carboxylate). Yield: 84.7%. As a reaction SMILES: [OH:1][C:2]1[CH:11]=[CH:10][C:5]2[C:6](=[O:9])[CH2:7][O:8][C:4]=2[C:3]=1[C:12]([N:14]1[CH2:19][CH2:18][N:17]([C:20]([O:22][C:23]([CH3:26])([CH3:25])[CH3:24])=[O:21])[CH2:16][CH2:15]1)=[O:13].[NH:27]1[C:35]2[C:30](=[CH:31][CH:32]=[CH:33][CH:34]=2)[C:29]([CH:36]=O)=[N:28]1>CO.N1CCCCC1>[NH:27]1[C:35]2[C:30](=[CH:31][CH:32]=[CH:33][CH:34]=2)[C:29](/[CH:36]=[C:7]2\[O:8][C:4]3[C:3]([C:12]([N:14]4[CH2:19][CH2:18][N:17]([C:20]([O:22][C:23]([CH3:26])([CH3:25])[CH3:24])=[O:21])[CH2:16][CH2:15]4)=[O:13])=[C:2]([OH:1])[CH:11]=[CH:10][C:5]=3[C:6]\2=[O:9])=[N:28]1. Procedure details: A solution of tert-butyl 4-(6-hydroxy-3-oxo-2,3-dihydrobenzofuran-7-carbonyl)piperazine-1-carboxylate (0.048 g, 0.13 mmol) in methanol (2.0 mL) was added with 1H-indazole-3-carboxaldehyde (0.025 g, 0.17 mmol). Then, the mixture was added with 7 drops of piperidine, and the mixture was stirred at 50° C. for 4 hours. The solid formed was removed by filtration, the filtrate was concentrated, and then the residue was subjected to silica gel column chromatography (eluted with chloroform/methanol (97:...